describe an organic reaction: reactants, conditions, products, and yield From a dataset of the Open Reaction Database (ORD), a public repository of structured organic reaction records. Reactants: Cl (hydrochloric acid), ClC1=CC(=C(C=C1OC1CCCC1)NC(OCC)=O)F (Ethyl N-(4-chloro-5-cyclopentyloxy-2-fluorophenyl)carbamate), OC(C(=O)OC)C(=C)C (methyl 2-hydroxy-3-methyl-3-butenoate), ferric chloride. The reagents and catalysts are C(CCC)N(CCCC)CCCC (tributylamine). Run in C1(=CC=CC=C1)C (toluene). Run at time 3 hour. Yields the product ClC1=CC(=C(C=C1OC1CCCC1)N1C(OC(C1=O)=C(C)C)=O)F (3-(4-chloro-5-cyclopentyloxy-2-fluorophenyl)-5-isopropylidene-1,3-oxazolidine-2,4-dione). Yield: 66.7%. As a reaction SMILES: [Cl:1][C:2]1[C:7]([O:8][CH:9]2[CH2:13][CH2:12][CH2:11][CH2:10]2)=[CH:6][C:5]([NH:14][C:15](=O)[O:16]CC)=[C:4]([F:20])[CH:3]=1.[OH:21][CH:22]([C:27]([CH3:29])=[CH2:28])[C:23]([O:25]C)=O.Cl>C(N(CCCC)CCCC)CCC.C1(C)C=CC=CC=1>[Cl:1][C:2]1[C:7]([O:8][CH:9]2[CH2:10][CH2:11][CH2:12][CH2:13]2)=[CH:6][C:5]([N:14]2[C:23](=[O:25])[C:22](=[C:27]([CH3:29])[CH3:28])[O:21][C:15]2=[O:16])=[C:4]([F:20])[CH:3]=1. Procedure: Ethyl N-(4-chloro-5-cyclopentyloxy-2-fluorophenyl)carbamate (3.01 g, 10 mmol), methyl 2-hydroxy-3-methyl-3-butenoate (3.09 g, 30 mmol), ferric chloride (162 mg, 1.0 mmol) and tributylamine (92.7 mg, 0.5 mmol) were introduced into a flask (25 cc) equipped with a distillation unit, and the reaction was conducted at 200° C. for 3 hours. After the reaction solution was cooled to room temperature, toluene (30 mL) was added, and then the reaction solution was washed with 1N sodium hydroxide (20 mL×2) ... Starting materials: OC1(CCCC2=CC=CC=C12)C(=O)OC (1-Hydroxytetralin-1-yl-carboxylic Acid, Methyl Ester), O[Li].O (LiOH.H2O). The product is OC1(CCCC2=CC=CC=C12)C(=O)O (1-Hydroxytetralin-1-yl-carboxylic Acid). Reaction SMILES: [OH:1][C:2]1([C:12]([O:14]C)=[O:13])[C:11]2[C:6](=[CH:7][CH:8]=[CH:9][CH:10]=2)[CH2:5][CH2:4][CH2:3]1.O[Li].O>>[OH:1][C:2]1([C:12]([OH:14])=[O:13])[C:11]2[C:6](=[CH:7][CH:8]=[CH:9][CH:10]=2)[CH2:5][CH2:4][CH2:3]1 |f:1.2|. Procedure: The sub-title compound was prepared according to the method described in Example 1(ii) above from 1-hydroxytetralin-1-yl-carboxylic acid, methyl ester (2.5 g; 12.1 mmol; from step (i) above) and LiOH.H2O (1.02 g; 24.2 mmol). Yield 400 mg (17%). Reactants: ClCCCOC1=CC=C(C=C1)/C=C/C=1SC2=C(N1)C=CC=C2 ((E)-2-[2-(4-chloropropoxyphenyl)ethenyl]benzothiazole), Cl (HCl), C(C)NCC (diethylamine). Yields the product C(C)N(CC)CCCOC1=CC=C(C=C1)/C=C/C=1SC2=C(N1)C=CC=C2 ((E)-2-[2-(4-Diethylaminopropoxyphenyl)ethenyl]benzothiazole). Isolated yield 24.0%. Reaction SMILES: Cl[CH2:2][CH2:3][CH2:4][O:5][C:6]1[CH:11]=[CH:10][C:9](/[CH:12]=[CH:13]/[C:14]2[S:15][C:16]3[CH:22]=[CH:21][CH:20]=[CH:19][C:17]=3[N:18]=2)=[CH:8][CH:7]=1.[CH2:23]([NH:25][CH2:26][CH3:27])[CH3:24].Cl>>[CH2:23]([N:25]([CH2:2][CH2:3][CH2:4][O:5][C:6]1[CH:11]=[CH:10][C:9](/[CH:12]=[CH:13]/[C:14]2[S:15][C:16]3[CH:22]=[CH:21][CH:20]=[CH:19][C:17]=3[N:18]=2)=[CH:8][CH:7]=1)[CH2:26][CH3:27])[CH3:24]. Procedure: The title compound was prepared as described in Example 28 starting with (F) of Example 28 (3.0 g, 9.8 mmol) and using diethylamine in place of dibutylamine to produce 0.81 g (24% yield) of the title compound as the HCl salt, mp 187°-188° C. IR(KBr): 3400, 1600 cm-1. MS: 367(MH+). 1H NMR (CD3OD): δ 8.22-6.99 (m, 10H), 4.21 (t, J=5.1 Hz, 2H), 3.34 (m, 6H), 2.33 (m, 2H), 1.42 (m, 6H).